This data is from the Open Reaction Database (ORD), a public repository of structured organic reaction records. The task is: describe an organic reaction: reactants, conditions, products, and yield The reactants are C(C1=CC=CC=C1)Br (benzylbromide), 63g, CC1=C(C(=O)C=CO1)O (maltol), [Na] (sodium). Run in CO (CH3OH), CO (CH3OH), O (H2O). Run at time 1 hour. The product is CC=1OC=CC(C1OCC1=CC=CC=C1)=O (2-Methyl-3-(phenylmethoxy)-4H-pyran-4-one). RXN SMILES: [Na].[CH3:2][C:3]1[O:9][CH:8]=[CH:7][C:5](=[O:6])[C:4]=1[OH:10].[CH2:11](Br)[C:12]1[CH:17]=[CH:16][CH:15]=[CH:14][CH:13]=1>CO.O>[CH3:2][C:3]1[O:9][CH:8]=[CH:7][C:5](=[O:6])[C:4]=1[O:10][CH2:11][C:12]1[CH:17]=[CH:16][CH:15]=[CH:14][CH:13]=1 |^1:0|. Procedure: 11.5 g of sodium were dissolved in 300 ml CH3OH and 63g of maltol were added and stirred at room temperature for one hour. 200 ml CH3OH were added and then 102 g benzylbromide were dropped in (30 minutes). Refluxing for 3 hours and distilling off the CH3OH then yielded a residue which was dissolved in 300 ml H2O/300 ml ethyl acetate. The organic phase was washed with water and evaporated. The remaining oil was distilled in vacuo. B.P. (43 mm) =148°-150° C., 81.5 g colorless oil of the title comp...